From a dataset of the Open Reaction Database (ORD), a public repository of structured organic reaction records. describe an organic reaction: reactants, conditions, products, and yield The reactants are O=C1CCC(C2=C1SC=C2)NC(C)=O (N-(4,5,6,7-tetrahydro-7-oxobenzo[b]-thien-4-yl)acetamide), Cl (hydrochloric acid), [Cl-].[Na+] (sodium chloride), [OH-].[Na+] (sodium hydroxide). Run in O (water). The product is O=C1CCC(C2=C1SC=C2)N (4,5,6,7-Tetrahydro-7-oxobenzo[b]thiophen-4-amine). RXN SMILES: [O:1]=[C:2]1[C:7]2[S:8][CH:9]=[CH:10][C:6]=2[CH:5]([NH:11]C(=O)C)[CH2:4][CH2:3]1.Cl.[OH-].[Na+].[Cl-].[Na+]>O>[O:1]=[C:2]1[C:7]2[S:8][CH:9]=[CH:10][C:6]=2[CH:5]([NH2:11])[CH2:4][CH2:3]1 |f:2.3,4.5|. Reported procedure: A mixture of N-(4,5,6,7-tetrahydro-7-oxobenzo[b]-thien-4-yl)acetamide (16.0 g), water (100 ml) and concentrated hydrochloric acid (100 ml) is stirred and heated at reflux for an overnight period. The mixture is cooled, made alkaline with 50% aqueous sodium hydroxide, and sautrated with sodium chloride. The mixture is then extracted with methylene chloride (3×250 ml). The extracts are combined, dried over magnesium sulfate and then evaporated to dryness in vacuo to afford the title compound as a ...